This data is from the Open Reaction Database (ORD), a public repository of structured organic reaction records. The task is: describe an organic reaction: reactants, conditions, products, and yield Reactants: C(=O)(O)[O-].[Na+] (NaHCO3), OC1C(C2C(OC(C2)=O)C1)CC[C@H](COC1=CC(=CC=C1)C(F)(F)F)O (5-Hydroxy-4-[(3R)-4-(3-trifluoromethylphenoxy)-3-hydroxy-1-butyl]-hexahydro-2H-cyclopenta[b]furan-2-one), O.C1(=CC=C(C=C1)S(=O)(=O)O)C (p-toluenesulfonic acid monohydrate), O1CCCC=C1 (3,4-dihydro-2H-pyran). Run in C(Cl)Cl (CH2Cl2). Run at temperature 0 celsius, time 2 hour. Yields the product O1C(CCCC1)O[C@H]1[C@@H]([C@@H]2[C@@H](OC(C2)=O)C1)CC[C@H](COC1=CC(=CC=C1)C(F)(F)F)OC1OCCCC1 ((3aR, 4R, 5R, 6aS)-5-(Tetrahydropyran-2-yloxy)-4-[(3R)-4-(3-trifluoromethylphenoxy)-3-(tetrahydropyran-2-yloxy)-1-butyl]-hexahydro-2H-cyclopenta[b]furan-2-one). Reaction SMILES: [OH:1][CH:2]1[CH2:10][CH:5]2[O:6][C:7](=[O:9])[CH2:8][CH:4]2[CH:3]1[CH2:11][CH2:12][C@@H:13]([OH:26])[CH2:14][O:15][C:16]1[CH:21]=[CH:20][CH:19]=[C:18]([C:22]([F:25])([F:24])[F:23])[CH:17]=1.O.[C:28]1([CH3:38])[CH:33]=[CH:32][C:31](S(O)(=O)=O)=CC=1.[O:39]1[CH:44]=[CH:43][CH2:42][CH2:41][CH2:40]1.C([O-])(O)=[O:46].[Na+]>C(Cl)Cl>[O:39]1[CH2:40][CH2:41][CH2:42][CH2:43][CH:44]1[O:1][C@@H:2]1[CH2:10][C@@H:5]2[O:6][C:7](=[O:9])[CH2:8][C@@H:4]2[C@H:3]1[CH2:11][CH2:12][C@@H:13]([O:26][CH:31]1[CH2:32][CH2:33][CH2:28][CH2:38][O:46]1)[CH2:14][O:15][C:16]1[CH:21]=[CH:20][CH:19]=[C:18]([C:22]([F:25])([F:23])[F:24])[CH:17]=1 |f:1.2,4.5|. Reported procedure: A mixture of 1.2 g (3.2 mmol) of diol 26 and 0.05 g of p-toluenesulfonic acid monohydrate in 100 mL of CH2Cl2 at 0° C. was treated with 3,4-dihydro-2H-pyran (1.1 ml, 12 mmol) and the solution was stirred for 2 h at 0° C. After pouring into saturated NaHCO3, phases were separated and the organic layer was dried over MgSO4, filtered, concentrated, and purified by chromatography on silica gel (1/1, hexanes EtOAc) to afford 1.1 g of 27 as a clear, colorless oil. 1H NMR (CDCl3) δ 8.04 (dd, J=7.0, 1.6...